Task: describe an organic reaction: reactants, conditions, products, and yield. Dataset: the Open Reaction Database (ORD), a public repository of structured organic reaction records Starting materials: N(=[N+]=[N-])[C@@H]1[C@@H](NC1=O)CC(OC)OC (cis-3-azido-2-(2,2-dimethoxyethyl)-4-oxoazetidine). The solvent is Cl (HCl), O1CCOCC1 (dioxane), O (water). Conditions: time 0.5 hour. Yields the product N(=[N+]=[N-])[C@@H]1[C@@H](NC1=O)CC=O (Cis-3-azido-4-oxo-2-azetidineacetaldehyde). Reaction SMILES: [N:1]([C@H:4]1[C:7](=[O:8])[NH:6][C@H:5]1[CH2:9][CH:10](OC)[O:11]C)=[N+:2]=[N-:3]>Cl.O1CCOCC1.O>[N:1]([C@H:4]1[C:7](=[O:8])[NH:6][C@H:5]1[CH2:9][CH:10]=[O:11])=[N+:2]=[N-:3]. Reported procedure: A mixture of 500 mg (2.5 mmole) of cis-3-azido-2-(2,2-dimethoxyethyl)-4-oxoazetidine in 10 ml of 5% HCl and 10 ml of dioxane was stirred at 35° for 1/2 hour. The mixture was diluted with water and extracted with 50 ml of benzene. The aqueous phase was saturated with brine and extracted 10 times with 50 ml of ethyl acetate. The ethyl acetate extract was dried over magnesium sulfate and evaporated to dryness. The residue was titurated with ether to give the desired aldehyde, 235 mg (60%), mp 73°-7... Reactants: CCO, CCOC(=O)c1cc(Oc2c(Cl)cc(Cl)cc2Cl)ccc1[N+](=O)[O-], [Na+], [OH-], O. Yields the product O=C(O)c1cc(Oc2c(Cl)cc(Cl)cc2Cl)ccc1[N+](=O)[O-]. As a reaction SMILES: [CH3:27][CH2:28][OH:29].[N+:1](=[O:2])([O-:3])[c:4]1[c:5]([C:6](=[O:7])[O:8][CH2:9][CH3:10])[cH:11][c:12]([O:15][c:16]2[c:17]([Cl:24])[cH:18][c:19]([Cl:23])[cH:20][c:21]2[Cl:22])[cH:13][cH:14]1.[Na+:26].[OH-:25].[OH2:30]>>[N+:1](=[O:2])([O-:3])[c:4]1[c:5]([C:6](=[O:7])[OH:8])[cH:11][c:12]([O:15][c:16]2[c:17]([Cl:24])[cH:18][c:19]([Cl:23])[cH:20][c:21]2[Cl:22])[cH:13][cH:14]1. Reactants: C(C)(C)(C)OC(=O)N1[C@H](CN(CC1)C(=O)OC(C)(C)C)C1=CC=C(C=C1)Br ((2S)-2-(4-bromophenyl)-piperazine-1,4-dicarboxylic acid di-tert-butyl ester), N1CCCCC1 (piperidine), CC(C)([O-])C.[Na+] (sodium tert-butoxide), C(C)(C)(C)P(C1=C(C=CC=C1)C1=CC=CC=C1)C(C)(C)C (2-(di-t-butylphosphino)biphenyl). The reagents and catalysts are C(C)(=O)[O-].[Pd+2].C(C)(=O)[O-] (palladium acetate). Run in C1(=CC=CC=C1)C (toluene), C(C)(=O)OCC (ethyl acetate), O (Water). Yields the product C(C)(C)(C)OC(=O)N1[C@H](CN(CC1)C(=O)OC(C)(C)C)C1=CC=C(C=C1)N1CCCCC1 ((2S)-2-(4-piperidin-1-yl-phenyl)-piperazine-1,4-dicarboxylic acid di-tert-butyl ester). The yield is 42.5%. Reaction SMILES: [C:1]([O:5][C:6]([N:8]1[CH2:13][CH2:12][N:11]([C:14]([O:16][C:17]([CH3:20])([CH3:19])[CH3:18])=[O:15])[CH2:10][C@@H:9]1[C:21]1[CH:26]=[CH:25][C:24](Br)=[CH:23][CH:22]=1)=[O:7])([CH3:4])([CH3:3])[CH3:2].[NH:28]1[CH2:33][CH2:32][CH2:31][CH2:30][CH2:29]1.CC(C)([O-])C.[Na+].C(P(C(C)(C)C)C1C=CC=CC=1C1C=CC=CC=1)(C)(C)C>C1(C)C=CC=CC=1.C([O-])(=O)C.[Pd+2].C([O-])(=O)C.C(OCC)(=O)C.O>[C:1]([O:5][C:6]([N:8]1[CH2:13][CH2:12][N:11]([C:14]([O:16][C:17]([CH3:20])([CH3:19])[CH3:18])=[O:15])[CH2:10][C@@H:9]1[C:21]1[CH:26]=[CH:25][C:24]([N:28]2[CH2:33][CH2:32][CH2:31][CH2:30][CH2:29]2)=[CH:23][CH:22]=1)=[O:7])([CH3:4])([CH3:3])[CH3:2] |f:2.3,6.7.8|. Procedure: A solution of (2S)-2-(4-bromophenyl)-piperazine-1,4-dicarboxylic acid di-tert-butyl ester (1.06 g, 2.40 mmol), piperidine (0.29 ml, 2.88 mmol), palladium acetate (22.0 mg, 0.096 mmol), sodium tert-butoxide (323 mg, 3.36 mmol) and 2-(di-t-butylphosphino)biphenyl (57.0 mg, 0.192 mmol) in toluene (16 ml) was stirred at 80° C. for 6 hours. Water and ethyl acetate were added to the solution and the solution was passed through Celite column. The whole was extracted with ethyl acetate and the organic l... Reactants: N (ammonia), C(CCl)Cl (EDC), C=1C=CC2=C(C1)N=NN2O (HOBt), FC1=C(CN2N=C(C=3C2=NC=CC3)C3=NC=C(C(=N3)C)C(=O)O)C=CC=C1 (2-[1-(2-Fluorobenzyl)-1H-pyrazolo[3,4-b]pyridin-3-yl]-4-methylpyrimidine-5-carboxylic acid). The solvent is CN(C=O)C (dimethylformamide), C(C)(=O)OCC (ethyl acetate). Reaction conditions: time 8 hour. Yields the product FC1=C(CN2N=C(C=3C2=NC=CC3)C3=NC=C(C(=N3)C)C(=O)N)C=CC=C1 (2-[1-(2-Fluorobenzyl)-1H-pyrazolo[3,4-b]pyridin-3-yl]-4-methylpyrimidine-5-carboxamide). As a reaction SMILES: [F:1][C:2]1[CH:27]=[CH:26][CH:25]=[CH:24][C:3]=1[CH2:4][N:5]1[C:9]2=[N:10][CH:11]=[CH:12][CH:13]=[C:8]2[C:7]([C:14]2[N:19]=[C:18]([CH3:20])[C:17]([C:21]([OH:23])=O)=[CH:16][N:15]=2)=[N:6]1.C(Cl)CCl.C1C=CC2N(O)N=[N:38]C=2C=1.N>CN(C)C=O.C(OCC)(=O)C>[F:1][C:2]1[CH:27]=[CH:26][CH:25]=[CH:24][C:3]=1[CH2:4][N:5]1[C:9]2=[N:10][CH:11]=[CH:12][CH:13]=[C:8]2[C:7]([C:14]2[N:19]=[C:18]([CH3:20])[C:17]([C:21]([NH2:38])=[O:23])=[CH:16][N:15]=2)=[N:6]1. Procedure: Under argon, 250 mg (0.688 mmol) of the compound from example 45A were initially charged in dimethylformamide (3.8 ml). Subsequently, 145 mg (0.757 mmol) of EDC and 116 mg (0.757 mmol) of HOBt were added, and finally 77 μl (1.03 mmol) of aqueous ammonia solution (25%) were added. The reaction mixture was stirred at RT overnight and then diluted with ethyl acetate. The organic phase was washed once each with water and saturated aqueous sodium chloride solution, dried over magnesium sulfate, filte... Reactants: NC1=NC(=C(C(=N1)S(=O)C)C#N)C1=C(C=CC=C1)OC (2-amino-4-methanesulfinyl-6-(2-methoxy-phenyl)-pyrimidine-5-carbonitrile), OCC1=NC=CC=C1 (2-(hydroxymethyl)pyridine), C1CCC2=NCCCN2CC1 (DBU). Run in COCCOC (DME). Yields the product NC1=NC(=C(C(=N1)C1=C(C=CC=C1)OC)C#N)OCC1=NC=CC=C1 (2-Amino-4-(2-methoxy-phenyl)-6-(pyridin-2-yl-methoxy)-pyrimidine-5-carbonitrile). As a reaction SMILES: [NH2:1][C:2]1[N:7]=[C:6](S(C)=O)[C:5]([C:11]#[N:12])=[C:4]([C:13]2[CH:18]=[CH:17][CH:16]=[CH:15][C:14]=2[O:19][CH3:20])[N:3]=1.[OH:21][CH2:22][C:23]1[CH:28]=[CH:27][CH:26]=[CH:25][N:24]=1.C1CCN2C(=NCCC2)CC1>COCCOC>[NH2:1][C:2]1[N:3]=[C:4]([C:13]2[CH:18]=[CH:17][CH:16]=[CH:15][C:14]=2[O:19][CH3:20])[C:5]([C:11]#[N:12])=[C:6]([O:21][CH2:22][C:23]2[CH:28]=[CH:27][CH:26]=[CH:25][N:24]=2)[N:7]=1. Procedure details: From 2-amino-4-methanesulfinyl-6-(2-methoxy-phenyl)-pyrimidine-5-carbonitrile, 2-(hydroxymethyl)pyridine and DBU in DME. ES-MS m/e (%): 334 (M+H+, 100). The reactants are O1C(=CC=C1)C=1OC(=C(N1)COC1=C(C=C(COC2=NN(C(=C2)C=O)C2=CC=CC=C2)C=C1)OC)C (3-[(4-{[2-(2-furyl)-5-methyl-1,3-oxazol-4-yl]methoxy}-3-methoxybenzyl)oxy]-1-phenyl-1H-pyrazole-5-carbaldehyde), [Cl-].N1=C(C=CC=C1)C[P+](C1=CC=CC=C1)(C1=CC=CC=C1)C1=CC=CC=C1 ([(2-pyridyl)methyl]triphenylphosphonium chloride), C([O-])([O-])=O.[K+].[K+] (potassium carbonate), CN(C=O)C (N,N-dimethylformamide). Run in O (Water). Conditions: time 15 hour. Yields the product O1C(=CC=C1)C=1OC(=C(N1)COC1=C(C=C(COC2=NN(C(=C2)/C=C/C2=NC=CC=C2)C2=CC=CC=C2)C=C1)OC)C (2-((E)-2-{3-[(4-{[2-(2-furyl)-5-methyl-1,3-oxazol-4-yl]methoxy}-3-methoxybenzyl)oxy]-1-phenyl-1H-pyrazol-5-yl}ethenyl)pyridine). Isolated yield 80.4%. Reaction SMILES: [O:1]1[CH:5]=[CH:4][CH:3]=[C:2]1[C:6]1[O:7][C:8]([CH3:36])=[C:9]([CH2:11][O:12][C:13]2[CH:33]=[CH:32][C:16]([CH2:17][O:18][C:19]3[CH:23]=[C:22]([CH:24]=O)[N:21]([C:26]4[CH:31]=[CH:30][CH:29]=[CH:28][CH:27]=4)[N:20]=3)=[CH:15][C:14]=2[O:34][CH3:35])[N:10]=1.[Cl-].[N:38]1[CH:43]=[CH:42][CH:41]=[CH:40][C:39]=1[CH2:44][P+](C1C=CC=CC=1)(C1C=CC=CC=1)C1C=CC=CC=1.C(=O)([O-])[O-].[K+].[K+].CN(C)C=O>O>[O:1]1[CH:5]=[CH:4][CH:3]=[C:2]1[C:6]1[O:7][C:8]([CH3:36])=[C:9]([CH2:11][O:12][C:13]2[CH:33]=[CH:32][C:16]([CH2:17][O:18][C:19]3[CH:23]=[C:22](/[CH:24]=[CH:44]/[C:39]4[CH:40]=[CH:41][CH:42]=[CH:43][N:38]=4)[N:21]([C:26]4[CH:27]=[CH:28][CH:29]=[CH:30][CH:31]=4)[N:20]=3)=[CH:15][C:14]=2[O:34][CH3:35])[N:10]=1 |f:1.2,3.4.5|. Procedure details: A mixture of 3-[(4-{[2-(2-furyl)-5-methyl-1,3-oxazol-4-yl]methoxy}-3-methoxybenzyl)oxy]-1-phenyl-1H-pyrazole-5-carbaldehyde (0.70 g), [(2-pyridyl)methyl]triphenylphosphonium chloride (0.82 g), potassium carbonate (0.29 g) and N,N-dimethylformamide (50 mL) was stirred at room temperature for 15 hrs. Water was poured into the reaction mixture, and the mixture was extracted with ethyl acetate. The organic layer was washed with saturated brine, dried over anhydrous magnesium sulfate and concentrated... Reactants: FC1=C(C=CC=C1)[N+](=O)[O-] (1-fluoro-2-nitrobenzene), C1COC2(CCNCC2)O1 (4-piperidone ethylene ketal). Solvent: C1CCOC1 (THF). Yields the product C1COC2(CCN(CC2)C2=C(C=CC=C2)[N+](=O)[O-])O1 (N-(2-Nitrophenyl)-4-piperidone ethylene ketal). Reaction SMILES: F[C:2]1[CH:7]=[CH:6][CH:5]=[CH:4][C:3]=1[N+:8]([O-:10])=[O:9].[CH2:11]1[O:20][C:14]2([CH2:19][CH2:18][NH:17][CH2:16][CH2:15]2)[O:13][CH2:12]1>C1COCC1>[CH2:11]1[O:20][C:14]2([CH2:19][CH2:18][N:17]([C:2]3[CH:7]=[CH:6][CH:5]=[CH:4][C:3]=3[N+:8]([O-:10])=[O:9])[CH2:16][CH2:15]2)[O:13][CH2:12]1. Procedure: A solution of 1-fluoro-2-nitrobenzene (5.80 g, 41.1 mmol) and 4-piperidone ethylene ketal (6.68 g, 46.6 mmol) in THF (100 mL) was stirred at room temperature (2 h). The resulting mixture was washed with water and sodium bicarbonate solution. The aqueous layer was extracted with two portions of ethyl acetate and the combined organic extracts were washed with brine, dried over Na2SO4, and concentrated under reduced pressure. Flash chromatography on silica gel (10% ethyl acetate/hexane) afforded th... Yield: 93.0%. Reactants: ClC1=NC=C(C(=O)O)C=C1 (6-chloronicotinic acid), O=S(Cl)Cl (SOCl2). Yields the product Cl.ClC1=NC=C(C(=O)Cl)C=C1 (6-Chloronicotinoyl chloride hydrochloride). RXN SMILES: [Cl:1][C:2]1[CH:10]=[CH:9][C:5]([C:6](O)=[O:7])=[CH:4][N:3]=1.O=S(Cl)[Cl:13]>>[ClH:1].[Cl:1][C:2]1[CH:10]=[CH:9][C:5]([C:6]([Cl:13])=[O:7])=[CH:4][N:3]=1 |f:2.3|. Reported procedure: A solution of 6-chloronicotinic acid (10.00 g, 63.5 mmol) in SOCl2 (37 mL) was heated to reflux for 2 h. The SOCl2 was evaporated to dryness, to afford 12.56 g of the desired product (yield: 93%). Reactants: Cl, C1COCCN1, CN(C)C=O, O, O=C(O)c1ccc(CONC(=O)c2ccccc2NCc2ccncc2)cc1. The product is O=C(NOCc1ccc(C(=O)N2CCOCC2)cc1)c1ccccc1NCc1ccncc1. As a reaction SMILES: [ClH:29].[O:30]1[CH2:31][CH2:32][NH:33][CH2:34][CH2:35]1.[O:37]=[CH:38][N:39]([CH3:40])[CH3:41].[OH2:36].[n:1]1[cH:2][cH:3][c:4]([CH2:7][NH:8][c:9]2[c:10]([C:11](=[O:12])[NH:13][O:14][CH2:15][c:16]3[cH:17][cH:18][c:19]([C:20](=[O:21])[OH:22])[cH:23][cH:24]3)[cH:25][cH:26][cH:27][cH:28]2)[cH:5][cH:6]1>>[n:1]1[cH:2][cH:3][c:4]([CH2:7][NH:8][c:9]2[c:10]([C:11](=[O:12])[NH:13][O:14][CH2:15][c:16]3[cH:17][cH:18][c:19]([C:20](=[O:22])[N:33]4[CH2:32][CH2:31][O:30][CH2:35][CH2:34]4)[cH:23][cH:24]3)[cH:25][cH:26][cH:27][cH:28]2)[cH:5][cH:6]1.